Task: describe an organic reaction: reactants, conditions, products, and yield. Dataset: the Open Reaction Database (ORD), a public repository of structured organic reaction records Product: CC(C)(C)c1ccc(S(=O)(=O)Nc2ccc3ncccc3c2)cc1. The reactants are CC(C)(C)c1ccc(S(=O)(=O)Cl)cc1, Nc1ccc2ncccc2c1. RXN SMILES: [C:12]([CH3:13])([CH3:14])([CH3:15])[c:16]1[cH:17][cH:18][c:19]([S:22](=[O:23])(=[O:24])[Cl:25])[cH:20][cH:21]1.[n:1]1[cH:2][cH:3][cH:4][c:5]2[cH:6][c:7]([NH2:11])[cH:8][cH:9][c:10]12>>[n:1]1[cH:2][cH:3][cH:4][c:5]2[cH:6][c:7]([NH:11][S:22]([c:19]3[cH:18][cH:17][c:16]([C:12]([CH3:13])([CH3:14])[CH3:15])[cH:21][cH:20]3)(=[O:23])=[O:24])[cH:8][cH:9][c:10]12. Reactants: C1CCOC1, [Li]CCCC, CCCCCCC, Cc1cncs1, O=[N+]([O-])c1cc(C(F)(F)F)ccc1F. Product: Cc1cnc(-c2ccc(C(F)(F)F)cc2[N+](=O)[O-])s1. RXN SMILES: [CH2:33]1[O:34][CH2:35][CH2:36][CH2:37]1.[CH3:1][CH2:2][CH2:3][CH2:4][Li:5].[CH3:26][CH2:27][CH2:28][CH2:29][CH2:30][CH2:31][CH3:32].[CH3:6][c:7]1[cH:8][n:9][cH:10][s:11]1.[F:12][c:13]1[c:14]([N+:23](=[O:24])[O-:25])[cH:15][c:16]([C:19]([F:20])([F:21])[F:22])[cH:17][cH:18]1>>[CH3:6][c:7]1[cH:8][n:9][c:10](-[c:13]2[c:14]([N+:23](=[O:24])[O-:25])[cH:15][c:16]([C:19]([F:20])([F:21])[F:22])[cH:17][cH:18]2)[s:11]1. The reactants are polymer, C(C1=CC=CC=C1)=O (benzaldehyde), crude mixture, C1(=CC=CC=C1)C1=CC=CC=C1 (biphenyl), C(C)[Zn]CC (diethylzinc). The solvent is C1(=CC=CC=C1)C (toluene). Run at temperature 0 celsius, time 15 minute. The product is C1(=CC=CC=C1)[C@@H](CC)O ((R)-1-phenyl-1propanol). The yield is 89.0%. As a reaction SMILES: [C:1]1([C:7]2C=CC=[CH:9][CH:8]=2)[CH:6]=[CH:5][CH:4]=[CH:3][CH:2]=1.C([Zn]CC)C.C(=[O:25])C1C=CC=CC=1>C1(C)C=CC=CC=1>[C:1]1([C@H:7]([OH:25])[CH2:8][CH3:9])[CH:6]=[CH:5][CH:4]=[CH:3][CH:2]=1. Reported procedure: To a Schlenk flask containing toluene (10 mL) (dried with Na and degassed with N2) was added the polymer of Example 1(28 mg, 0.05 mmol based on the biphenyl subunit) and diethylzinc (0.14 mL, 1.3 mmol) under N2 at room temperature. After ca. 15 min, the flask was cooled to 0° C. and benzaldehyde (0.1 mL, 1 mmol) was added in a dropwise manner. Stirring was continued at this temperature for 10 h. The 1H NMR spectrum of the crude mixture showed 100% conversion with no side product. The reaction wa...